Dataset: the Open Reaction Database (ORD), a public repository of structured organic reaction records. Task: describe an organic reaction: reactants, conditions, products, and yield Reactants: CC#N, ClCCOCCCl, O=C(OC1CCNC1)C(O)(c1ccccc1)C1CCC(F)(F)C1. Product: [Cl-], O=C(OC1CC[N+]2(CCOCC2)C1)C(O)(c1ccccc1)C1CCC(F)(F)C1. RXN SMILES: [CH3:31][C:32]#[N:33].[Cl:24][CH2:25][CH2:26][O:27][CH2:28][CH2:29][Cl:30].[NH:1]1[CH2:2][CH:3]([O:6][C:7]([C:8]([c:9]2[cH:10][cH:11][cH:12][cH:13][cH:14]2)([OH:15])[CH:16]2[CH2:17][C:18]([F:21])([F:22])[CH2:19][CH2:20]2)=[O:23])[CH2:4][CH2:5]1>>[Cl-:24].[N+:1]12([CH2:2][CH:3]([O:6][C:7]([C:8]([c:9]3[cH:10][cH:11][cH:12][cH:13][cH:14]3)([OH:15])[CH:16]3[CH2:17][C:18]([F:21])([F:22])[CH2:19][CH2:20]3)=[O:23])[CH2:4][CH2:5]1)[CH2:25][CH2:26][O:27][CH2:28][CH2:29]2. Starting materials: BrBr (Bromine), BrBr (bromine), ClC1=CCC(CC1)C(F)(F)F (1-chloro-4-trifluoromethylcyclohex-1-ene), N(=NC(C#N)(C)C)C(C#N)(C)C (azodiisobutyronitrile), BrBr (bromine). The product is ClC1=CC=C(C=C1)C(F)(F)F (4-chlorobenzotrifluoride). As a reaction SMILES: BrBr.N(C(C)(C)C#N)=NC(C)(C)C#N.[Cl:15][C:16]1[CH2:21][CH2:20][CH:19]([C:22]([F:25])([F:24])[F:23])[CH2:18][CH:17]=1>>[Cl:15][C:16]1[CH:17]=[CH:18][C:19]([C:22]([F:23])([F:24])[F:25])=[CH:20][CH:21]=1. Procedure: The solution is heated to 60°-70° C. with stirring, using a magnetic stirring bar. Bromine, 32 g (0.2 mole), is added dropwise sub-surface. The reddish color dissipates quickly and a gas evolution occurs. A catalytic amount of radical initiator such as azodiisobutyronitrile may be added intermittently to promote the reaction. When the color begins to sustain, the pot temperature is raised to 90°-100° C. The remaining bromine is added in the same fashion. The pot temperature can be raised to 110°...